From a dataset of the Open Reaction Database (ORD), a public repository of structured organic reaction records. describe an organic reaction: reactants, conditions, products, and yield The reactants are CC(C)(C)OC(=O)C1CCCN1C(=O)OCc1ccccc1, CCO, [H][H], O=C=O. The product is CC(C)(C)OC(=O)C1CCCN1. Reaction SMILES: [C:1]([CH3:2])([CH3:3])([CH3:4])[O:5][C:6]([CH:7]1[N:8]([C:12]([O:13][CH2:14][c:15]2[cH:16][cH:17][cH:18][cH:19][cH:20]2)=[O:21])[CH2:9][CH2:10][CH2:11]1)=[O:22].[CH3:28][CH2:29][OH:30].[H:26][H:27].[O:23]=[C:24]=[O:25]>>[C:1]([CH3:2])([CH3:3])([CH3:4])[O:5][C:6]([CH:7]1[NH:8][CH2:9][CH2:10][CH2:11]1)=[O:22].